Dataset: the Open Reaction Database (ORD), a public repository of structured organic reaction records. Task: describe an organic reaction: reactants, conditions, products, and yield Procedure details: 3.6 g 2-Chloro-4-fluoro-5-nitrophenol was dissolved in dimethylformamide and treated with potassium carbonate. The mixture was stirred at room temperature for one hour and then 3.3 g 2,2-difluorocyclopropylmethyl bromide added. It was the heated at 80° C. for 2 hours and added to water. The mixture was extracted with methylene chloride and the organic phase washed with saturated brine, dried over magnesium sulphate and concentrated. The residue was chromatographed on silica gel using a mixture o... Conditions: time 1 hour. Product: ClC1=CC(=C(C=C1OCC1C(C1)(F)F)[N+](=O)[O-])F (4-chloro-5-(2,2-difluorocyclopropylmethoxy)-2-fluoronitrobenzene). As a reaction SMILES: [Cl:1][C:2]1[CH:7]=[C:6]([F:8])[C:5]([N+:9]([O-:11])=[O:10])=[CH:4][C:3]=1[OH:12].C(=O)([O-])[O-].[K+].[K+].[F:19][C:20]1([F:25])[CH2:22][CH:21]1[CH2:23]Br.O>CN(C)C=O>[Cl:1][C:2]1[C:3]([O:12][CH2:23][CH:21]2[CH2:22][C:20]2([F:25])[F:19])=[CH:4][C:5]([N+:9]([O-:11])=[O:10])=[C:6]([F:8])[CH:7]=1 |f:1.2.3|. Reactants: O (water), ClC1=C(C=C(C(=C1)F)[N+](=O)[O-])O (2-Chloro-4-fluoro-5-nitrophenol), C([O-])([O-])=O.[K+].[K+] (potassium carbonate), FC1(C(C1)CBr)F (2,2-difluorocyclopropylmethyl bromide), ( m ). The solvent is CN(C=O)C (dimethylformamide). Product: ClC1=CC(=C(C=C1)C=CS(=O)(=O)NC1=C(C=C(C=C1)C)S(=O)(=O)N)OC (2-[2-(4-Chloro-2-methoxy-phenyl)-ethenesulfonylamino]-5-methyl-benzenesulfonamide). Run at time 18 hour. Reaction SMILES: [Cl:1][C:2]1[CH:7]=[CH:6][C:5]([CH:8]=[CH:9][S:10](Cl)(=[O:12])=[O:11])=[C:4]([O:14][CH3:15])[CH:3]=1.[NH2:16][C:17]1[CH:22]=[CH:21][C:20]([CH3:23])=[CH:19][C:18]=1[S:24]([NH2:27])(=[O:26])=[O:25]>N1C=CC=CC=1>[Cl:1][C:2]1[CH:7]=[CH:6][C:5]([CH:8]=[CH:9][S:10]([NH:16][C:17]2[CH:22]=[CH:21][C:20]([CH3:23])=[CH:19][C:18]=2[S:24]([NH2:27])(=[O:25])=[O:26])(=[O:12])=[O:11])=[C:4]([O:14][CH3:15])[CH:3]=1. Isolated yield 53.9%. Solvent: N1=CC=CC=C1 (pyridine). Procedure details: 2-(4-Chloro-2-methoxy-phenyl)-ethenesulfonyl chloride (0.50 g, 1.87 mmol) was added slowly to a solution of 2-amino-5-methyl-benzenesulfonamide (0.38 g, 2.05 mmol) in anhydrous pyridine (10 mL) and the reaction mixture was stirred for 18 hours at room temperature. The solvent was removed in vacuo and the residue was dissolved in ethyl acetate (30 mL). The organic phase was washed with 1 M hydrochloric acid and brine, dried over anhydrous sodium sulfate and concentrated under reduced pressure. Pu... Starting materials: ClC1=CC(=C(C=C1)C=CS(=O)(=O)Cl)OC (2-(4-Chloro-2-methoxy-phenyl)-ethenesulfonyl chloride), NC1=C(C=C(C=C1)C)S(=O)(=O)N (2-amino-5-methyl-benzenesulfonamide).